This data is from the Open Reaction Database (ORD), a public repository of structured organic reaction records. The task is: describe an organic reaction: reactants, conditions, products, and yield The reactants are Cl (hydrochloric acid), Cl[Si]1(CCC1)C1=CC=CC=C1 (1-chloro-1-phenyl-1-silacyclobutane), [H-].[Al+3].[Li+].[H-].[H-].[H-] (lithium aluminum hydride). Run in C(C)OCC (diethyl ether), C(C)OCC (diethyl ether). Conditions: time 12 hour. Product: C1(=CC=CC=C1)[SiH]1CCC1 (1-phenyl-1-silacyclobutane). Yield: 92.0%. Reaction SMILES: Cl[Si:2]1([C:6]2[CH:11]=[CH:10][CH:9]=[CH:8][CH:7]=2)[CH2:5][CH2:4][CH2:3]1.[H-].[Al+3].[Li+].[H-].[H-].[H-].Cl>C(OCC)C>[C:6]1([SiH:2]2[CH2:5][CH2:4][CH2:3]2)[CH:11]=[CH:10][CH:9]=[CH:8][CH:7]=1 |f:1.2.3.4.5.6|. Procedure: The 1-chloro-1-phenyl-1-silacyclobutane was reacted with lithium aluminum hydride in ethyl ether to obtain 1-phenyl-1-silacyclobutane. The 1-chloro-1-phenyl-1-silacyclobutane (8.4 g, 46 mmole) in 10 ml diethyl ether was added dropwise to 0.87 g 23 mmole of lithium aluminum hydride in 10 ml diethyl ether at ±5° C. The reaction mixture warmed gradually to room temperature. The mixture was stirred over 12 hours. The mixture was hydrolyzed with 3N hydrochloric acid. After separation, the water layer... Reactants: Cl.N1CCC(CC1)C1=NOC2=C1C=CC=C2 (3-(4-piperidinyl)-1,2-benzisoxazole hydrochloride), C(=O)([O-])[O-].[K+].[K+] (K2CO3), ClCCCOC1=C(C=C(C=C1)C(C)=O)OC (1-[4-(3-chloropropoxy)-3-methoxyphenyl]ethanone), CN(C=O)C (dimethylformamide). Solvent: O (water). Yields the product O1N=C(C2=C1C=CC=C2)C2CCN(CC2)CCCOC2=C(C=C(C=C2)C(C)=O)OC (1-[4-[3-[4-(1,2-Benzisoxazol-3-yl)-1-piperidinyl]propoxy]-3-methoxyphenyl]-ethanone). Yield: 47.7%. As a reaction SMILES: Cl.[NH:2]1[CH2:7][CH2:6][CH:5]([C:8]2[C:12]3[CH:13]=[CH:14][CH:15]=[CH:16][C:11]=3[O:10][N:9]=2)[CH2:4][CH2:3]1.C([O-])([O-])=O.[K+].[K+].Cl[CH2:24][CH2:25][CH2:26][O:27][C:28]1[CH:33]=[CH:32][C:31]([C:34](=[O:36])[CH3:35])=[CH:30][C:29]=1[O:37][CH3:38].CN(C)C=O>O>[O:10]1[C:11]2[CH:16]=[CH:15][CH:14]=[CH:13][C:12]=2[C:8]([CH:5]2[CH2:4][CH2:3][N:2]([CH2:24][CH2:25][CH2:26][O:27][C:28]3[CH:33]=[CH:32][C:31]([C:34](=[O:36])[CH3:35])=[CH:30][C:29]=3[O:37][CH3:38])[CH2:7][CH2:6]2)=[N:9]1 |f:0.1,2.3.4|. Procedure: A mixture of 3-(4-piperidinyl)-1,2-benzisoxazole hydrochloride (4.8 g, 20 mmol), K2CO3 (5.2 g, 40 mmol), 1-[4-(3-chloropropoxy)-3-methoxyphenyl]ethanone (5.3 g, 22 mmol), a few crystals of KI and dimethylformamide (60 ml) was stirred at 90 C for 16 hours. The reaction was poured into water and the aqueous mixture was extracted with ethyl acetate. The extract was washed (water), dried (MgSO4) and concentrated to afford a brown oil. The oil was chromatographed on a Waters Prep 500 utilizing silica... Reactants: Brc1ccccc1-n1cccn1, [Li]CCCC, CCOCC, CCCCCC, O=S(=O)(Cl)Cl. Product: O=S(=O)(Cl)c1ccccc1-n1cccn1. As a reaction SMILES: [Br:1][c:2]1[c:3](-[n:8]2[n:9][cH:10][cH:11][cH:12]2)[cH:4][cH:5][cH:6][cH:7]1.[CH2:13]([Li:14])[CH2:15][CH2:16][CH3:17].[CH3:23][CH2:24][O:25][CH2:26][CH3:27].[CH3:28][CH2:29][CH2:30][CH2:31][CH2:32][CH3:33].[S:18](=[O:19])(=[O:20])([Cl:21])[Cl:22]>>[c:2]1([S:18](=[O:19])(=[O:20])[Cl:21])[c:3](-[n:8]2[n:9][cH:10][cH:11][cH:12]2)[cH:4][cH:5][cH:6][cH:7]1. The reactants are CC(C)(C)n1nc(CCC=O)cc1-c1ccc(F)cc1, Cc1ccc(N2CCNCC2)cc1C, CCN(C(C)C)C(C)C. Yields the product Cc1ccc(N2CCN(CCCc3cc(-c4ccc(F)cc4)n(C(C)(C)C)n3)CC2)cc1C. RXN SMILES: [C:1]([CH3:2])([CH3:3])([CH3:4])[n:5]1[n:6][c:7]([CH2:17][CH2:18][CH:19]=[O:20])[cH:8][c:9]1-[c:10]1[cH:11][cH:12][c:13]([F:16])[cH:14][cH:15]1.[CH3:21][c:22]1[cH:23][c:24]([N:29]2[CH2:30][CH2:31][NH:32][CH2:33][CH2:34]2)[cH:25][cH:26][c:27]1[CH3:28].[CH:35]([N:36]([CH2:37][CH3:38])[CH:39]([CH3:40])[CH3:41])([CH3:42])[CH3:43]>>[C:1]([CH3:2])([CH3:3])([CH3:4])[n:5]1[n:6][c:7]([CH2:17][CH2:18][CH2:19][N:32]2[CH2:31][CH2:30][N:29]([c:24]3[cH:23][c:22]([CH3:21])[c:27]([CH3:28])[cH:26][cH:25]3)[CH2:34][CH2:33]2)[cH:8][c:9]1-[c:10]1[cH:11][cH:12][c:13]([F:16])[cH:14][cH:15]1.